From a dataset of the Open Reaction Database (ORD), a public repository of structured organic reaction records. describe an organic reaction: reactants, conditions, products, and yield The reactants are C1(=CC=CC2=CC=CC=C12)N (1-Naphthylamine), CN1CCN(CC1)C=1C=C(C=CC1OC)S(=O)(=O)Cl (3-(4-Methylpiperazin-1-yl)-4-methoxybenzene sulfonyl chloride). Run in CC(=O)C (acetone). Run at time 18 hour. The product is Cl.COC1=C(C=C(C=C1)S(=O)(=O)NC1=CC=CC2=CC=CC=C12)N1CCN(CC1)C (4-Methoxy-3-(4-methylpiperazin-1-yl)-N-naphthalen-1-ylbenzenesulfonamide hydrochloride). Yield: 67.0%. RXN SMILES: [C:1]1([NH2:11])[C:10]2[C:5](=[CH:6][CH:7]=[CH:8][CH:9]=2)[CH:4]=[CH:3][CH:2]=1.[CH3:12][N:13]1[CH2:18][CH2:17][N:16]([C:19]2[CH:20]=[C:21]([S:27]([Cl:30])(=[O:29])=[O:28])[CH:22]=[CH:23][C:24]=2[O:25][CH3:26])[CH2:15][CH2:14]1>CC(C)=O>[ClH:30].[CH3:26][O:25][C:24]1[CH:23]=[CH:22][C:21]([S:27]([NH:11][C:1]2[C:10]3[C:5](=[CH:6][CH:7]=[CH:8][CH:9]=3)[CH:4]=[CH:3][CH:2]=2)(=[O:28])=[O:29])=[CH:20][C:19]=1[N:16]1[CH2:15][CH2:14][N:13]([CH3:12])[CH2:18][CH2:17]1 |f:3.4|. Procedure details: 1-Naphthylamine (29 mg, 0.2 mmol) was added to a stirred solution of 3-(4-methyl-1-piperazinyl)-4-methoxybenzene sulfonyl chloride (D2) (60 mg, 0.2 mmol) in acetone (1 ml) at ambient temperature. After stirring, for 18 h, the precipitate was filtered off and washed with acetone and diethyl ether to afford the title compound (E1) as a cream solid (60 mg, 67%).